Dataset: the Open Reaction Database (ORD), a public repository of structured organic reaction records. Task: describe an organic reaction: reactants, conditions, products, and yield The reactants are C1CCOC1, COC(=O)C(CNC(=O)c1cccs1)NC(=O)c1sc(C(=O)NCc2cccc3c2CC(=O)N3)cc1C(F)(F)F, Cl, [Li+], [OH-], O, O. As a reaction SMILES: [CH2:45]1[O:46][CH2:47][CH2:48][CH2:49]1.[CH3:1][O:2][C:3]([CH:4]([CH2:5][NH:6][C:7](=[O:8])[c:9]1[s:10][cH:11][cH:12][cH:13]1)[NH:14][C:15](=[O:16])[c:17]1[s:18][c:19]([C:26]([NH:27][CH2:28][c:29]2[c:30]3[c:34]([cH:35][cH:36][cH:37]2)[NH:33][C:32](=[O:38])[CH2:31]3)=[O:39])[cH:20][c:21]1[C:22]([F:23])([F:24])[F:25])=[O:40].[ClH:44].[Li+:43].[OH-:42].[OH2:41].[OH2:50]>>[O:2]=[C:3]([CH:4]([CH2:5][NH:6][C:7](=[O:8])[c:9]1[s:10][cH:11][cH:12][cH:13]1)[NH:14][C:15](=[O:16])[c:17]1[s:18][c:19]([C:26]([NH:27][CH2:28][c:29]2[c:30]3[c:34]([cH:35][cH:36][cH:37]2)[NH:33][C:32](=[O:38])[CH2:31]3)=[O:39])[cH:20][c:21]1[C:22]([F:23])([F:24])[F:25])[OH:40]. Yields the product O=C1Cc2c(CNC(=O)c3cc(C(F)(F)F)c(C(=O)NC(CNC(=O)c4cccs4)C(=O)O)s3)cccc2N1. Starting materials: CC(CC=CC=1C=NC=CC1)C (3-(4-methyl-pentenyl)pyridine), [N+](=O)([O-])C1=C(C=CC=C1)CC#N (2-nitrobenzeneacetonitrile), S(O)(O)(=O)=O (sulfuric acid). Solvent: C(C)(=O)O (acetic acid). Conditions: time 2 hour. Product: CC(CCCC=1C=NC=CC1)(C)NC(CC1=C(C=CC=C1)[N+](=O)[O-])=O (N-[1,1-dimethyl-(3-pyridyl)butyl]-2-nitrobenzeneacetamide). Reaction SMILES: [CH3:1][CH:2]([CH3:12])[CH2:3][CH:4]=[CH:5][C:6]1[CH:7]=[N:8][CH:9]=[CH:10][CH:11]=1.[N+:13]([C:16]1[CH:21]=[CH:20][CH:19]=[CH:18][C:17]=1[CH2:22][C:23]#[N:24])([O-:15])=[O:14].S(=O)(=O)(O)[OH:26]>C(O)(=O)C>[CH3:1][C:2]([NH:24][C:23](=[O:26])[CH2:22][C:17]1[CH:18]=[CH:19][CH:20]=[CH:21][C:16]=1[N+:13]([O-:15])=[O:14])([CH3:12])[CH2:3][CH2:4][CH2:5][C:6]1[CH:7]=[N:8][CH:9]=[CH:10][CH:11]=1. Procedure details: A mixture of 22.7 g of 3-(4-methyl-pentenyl)pyridine and 22.8 g of 2-nitrobenzeneacetonitrile in 80 mL of acetic acid was cooled to 12°-13° C. and then 16 mL of sulfuric acid was added dropwise over 6 minutes. The reaction was stirred for 2 hours at ambient temperature, then after the acetic acid was removed in vacuo, 1L of water was added and the mixture was extracted with dichloromethane to remove neutral impurities. The aqueous layer was basified with 10N sodium hydroxide, and extracted with ... RXN SMILES: [Cl:1][C:2]1[CH:27]=[CH:26][C:5]([O:6][C:7]2[CH:12]=[CH:11][C:10]([C:13]3[C:17]4[CH:18]=[C:19]([OH:22])[CH:20]=[CH:21][C:16]=4[O:15][CH:14]=3)=[C:9]([CH2:23][CH2:24][CH3:25])[CH:8]=2)=[CH:4][CH:3]=1.[C:28]([O:33]C)(=[O:32])[C@@H:29]([CH3:31])O>>[Cl:1][C:2]1[CH:27]=[CH:26][C:5]([O:6][C:7]2[CH:12]=[CH:11][C:10]([C:13]3[C:17]4[CH:18]=[C:19]([O:22][C@@H:29]([CH3:31])[C:28]([OH:33])=[O:32])[CH:20]=[CH:21][C:16]=4[O:15][CH:14]=3)=[C:9]([CH2:23][CH2:24][CH3:25])[CH:8]=2)=[CH:4][CH:3]=1. Procedure details: The title compound was prepared according to the following general procedure using the phenol from Step 11 and methyl (R)-lactate as the substrates. Product: ClC1=CC=C(OC2=CC(=C(C=C2)C2=COC3=C2C=C(C=C3)O[C@H](C(=O)O)C)CCC)C=C1 ((2S)-2-({3-[4-(4-chlorophenoxy)-2-propylphenyl]-1-benzofuran-5-yl}oxy)propanoic acid). The reactants are ClC1=CC=C(OC2=CC(=C(C=C2)C2=COC3=C2C=C(C=C3)O)CCC)C=C1 (3-[4-(4-chlorophenoxy)-2-propylphenyl]-1-benzofuran-5-ol), C([C@H](O)C)(=O)OC (methyl (R)-lactate).